This data is from the Open Reaction Database (ORD), a public repository of structured organic reaction records. The task is: describe an organic reaction: reactants, conditions, products, and yield Reactants: O=[N+]([O-])c1ccc(-c2ccc(O)cc2)cc1, OC1CN2CCC1CC2, CC(C)OC(=O)N=NC(=O)OC(C)C, C1CCOC1, c1ccc(P(c2ccccc2)c2ccccc2)cc1. The product is O=[N+]([O-])c1ccc(-c2ccc(OC3CN4CCC3CC4)cc2)cc1. RXN SMILES: [N+:10](=[O:11])([O-:12])[c:13]1[cH:14][cH:15][c:16](-[c:19]2[cH:20][cH:21][c:22]([OH:25])[cH:23][cH:24]2)[cH:17][cH:18]1.[N:1]12[CH2:2][CH:3]([OH:9])[CH:4]([CH2:5][CH2:6]1)[CH2:7][CH2:8]2.[O:26]=[C:27]([O:28][CH:29]([CH3:30])[CH3:31])[N:32]=[N:33][C:34]([O:35][CH:36]([CH3:37])[CH3:38])=[O:39].[O:59]1[CH2:60][CH2:61][CH2:62][CH2:63]1.[c:40]1([P:41]([c:42]2[cH:43][cH:44][cH:45][cH:46][cH:47]2)[c:48]2[cH:49][cH:50][cH:51][cH:52][cH:53]2)[cH:54][cH:55][cH:56][cH:57][cH:58]1>>[N:1]12[CH2:2][CH:3]([O:9][c:22]3[cH:21][cH:20][c:19](-[c:16]4[cH:15][cH:14][c:13]([N+:10](=[O:11])[O-:12])[cH:18][cH:17]4)[cH:24][cH:23]3)[CH:4]([CH2:5][CH2:6]1)[CH2:7][CH2:8]2. Conditions: time 8 hour. The product is Cl.C(C1=CC=CC=C1)N1C([C@@H](NC12CCN(CC2)C(CCC)=O)CC2=CC=CC=C2)=O (1,3-(S)-dibenzyl-8-butyryl-1,4,8-triazaspiro[4,5]decan-2-one hydrochloride). The solvent is CC(=O)CC (ethyl methyl ketone). Reactants: O (water), C[Si](C)(C)Cl (TMSCl), C(C1=CC=CC=C1)N1C([C@@H](NC12CCN(CC2)C(CCC)=O)CC2=CC=CC=C2)=O (1,3-(S)-dibenzyl-8-butyryl-1,4,8-triazaspiro[4,5]decan-2-one). Reaction SMILES: [CH2:1]([N:8]1[C:12]2([CH2:17][CH2:16][N:15]([C:18](=[O:22])[CH2:19][CH2:20][CH3:21])[CH2:14][CH2:13]2)[NH:11][C@@H:10]([CH2:23][C:24]2[CH:29]=[CH:28][CH:27]=[CH:26][CH:25]=2)[C:9]1=[O:30])[C:2]1[CH:7]=[CH:6][CH:5]=[CH:4][CH:3]=1.O.C[Si]([Cl:36])(C)C>CC(CC)=O>[ClH:36].[CH2:1]([N:8]1[C:12]2([CH2:17][CH2:16][N:15]([C:18](=[O:22])[CH2:19][CH2:20][CH3:21])[CH2:14][CH2:13]2)[NH:11][C@@H:10]([CH2:23][C:24]2[CH:25]=[CH:26][CH:27]=[CH:28][CH:29]=2)[C:9]1=[O:30])[C:2]1[CH:7]=[CH:6][CH:5]=[CH:4][CH:3]=1 |f:4.5|. Procedure details: 1,3-(S)-dibenzyl-8-butyryl-1,4,8-triazaspiro[4,5]decan-2-one (272 mg, 10.7 mmol) was dissolved in ethyl methyl ketone (2.2 mL), and water (7 μL) and TMSCl (93 μL) were added and the mixture was stirred overnight. The solid matter was isolated by filtration, washed with ether, and dried in vacuo. The product 1,3-(S)-dibenzyl-8-butyryl-1,4,8-triazaspiro[4,5]decan-2-one hydrochloride was obtained in a yield of 281 mg (95%). Reactants: CO, COC(=O)C1CC(N=[N+]=[N-])CN1C(=O)CCc1ccc(CNC(=O)OC(C)(C)C)cc1. Product: COC(=O)C1CC(N)CN1C(=O)CCc1ccc(CNC(=O)OC(C)(C)C)cc1. RXN SMILES: [CH3:32][OH:33].[N:1](=[N+:2]=[N-:3])[CH:4]1[CH2:5][CH:6]([C:28](=[O:29])[O:30][CH3:31])[N:7]([C:9]([CH2:10][CH2:11][c:12]2[cH:13][cH:14][c:15]([CH2:18][NH:19][C:20](=[O:21])[O:22][C:23]([CH3:24])([CH3:25])[CH3:26])[cH:16][cH:17]2)=[O:27])[CH2:8]1>>[NH2:1][CH:4]1[CH2:5][CH:6]([C:28](=[O:29])[O:30][CH3:31])[N:7]([C:9]([CH2:10][CH2:11][c:12]2[cH:13][cH:14][c:15]([CH2:18][NH:19][C:20](=[O:21])[O:22][C:23]([CH3:24])([CH3:25])[CH3:26])[cH:16][cH:17]2)=[O:27])[CH2:8]1. Starting materials: CC1C(=NNC(S1)=O)C=1C=C2C(C(NC2=CC1)=O)=NC1=CC=CC=C1 (1,3-dihydro-5-(3,6-dihydro-6-methyl-2-oxo -2H-1,3,4-thiadiazin-5-yl)-3-phenylimino-2H-indol-2-one), C(C1=CC=NC=C1)(=O)NN (isonicotinic acid hydrazide). Yields the product CC1C(=NNC(S1)=O)C=1C=C2C(C(NC2=CC1)=O)=NNC(=O)C1=CC=NC=C1 (4-Pyridinecarboxylic acid, 2-[2,3-dihydro-5-(3,6-dihydro-6-methyl-2-oxo-2H-1,3,4-thiadiazin-5-yl)-2-oxo -1H-indol-3-ylidene1hydrazide). Isolated yield 68.0%. RXN SMILES: [CH3:1][CH:2]1[S:7][C:6](=[O:8])[NH:5][N:4]=[C:3]1[C:9]1[CH:10]=[C:11]2[C:15](=[CH:16][CH:17]=1)[NH:14][C:13](=[O:18])[C:12]2=[N:19]C1C=CC=CC=1.[C:26]([NH:34]N)(=[O:33])[C:27]1[CH:32]=[CH:31][N:30]=[CH:29][CH:28]=1>>[CH3:1][CH:2]1[S:7][C:6](=[O:8])[NH:5][N:4]=[C:3]1[C:9]1[CH:10]=[C:11]2[C:15](=[CH:16][CH:17]=1)[NH:14][C:13](=[O:18])[C:12]2=[N:19][NH:34][C:26]([C:27]1[CH:32]=[CH:31][N:30]=[CH:29][CH:28]=1)=[O:33]. Procedure: Starting from 1,3-dihydro-5-(3,6-dihydro-6-methyl-2-oxo -2H-1,3,4-thiadiazin-5-yl)-3-phenylimino-2H-indol-2-one, and isonicotinic acid hydrazide and following the method described in Example 21, the desired compound was obtained. The reactants are C(C)(C)(C)OC(=O)N1CC2=C(N3C(=NN=C3C1)C1CCC(CC1)=O)C=CC(=C2)Cl (8-chloro-1-(4-oxo-cyclohexyl)-4H,6H-2,3,5,10b-tetraaza-benzo[e]azulene-5-carboxylic acid tert-butyl ester), C1(=C(C=CC=C1)[Mg]Cl)C (o-tolylmagnesium chloride). The solvent is O1CCCC1 (tetrahydrofuran), O1CCCC1 (tetrahydrofuran). Conditions: time 2 hour. Yields the product C(C)(C)(C)OC(=O)N1CC2=C(N3C(=NN=C3C1)C1CCC(CC1)(C1=C(C=CC=C1)C)O)C=CC(=C2)Cl (8-Chloro-1-(4-hydroxy-4-o-tolyl-cyclohexyl)-4H,6H-2,3,5,10b-tetraaza-benzo[e]azulene-5-carboxylic acid tert-butyl ester). The yield is 70.0%. Reaction SMILES: [C:1]([O:5][C:6]([N:8]1[CH2:17][C:16]2[N:12]([C:13]([CH:18]3[CH2:23][CH2:22][C:21](=[O:24])[CH2:20][CH2:19]3)=[N:14][N:15]=2)[C:11]2[CH:25]=[CH:26][C:27]([Cl:29])=[CH:28][C:10]=2[CH2:9]1)=[O:7])([CH3:4])([CH3:3])[CH3:2].[C:30]1([CH3:38])[CH:35]=[CH:34][CH:33]=[CH:32][C:31]=1[Mg]Cl>O1CCCC1>[C:1]([O:5][C:6]([N:8]1[CH2:17][C:16]2[N:12]([C:13]([CH:18]3[CH2:19][CH2:20][C:21]([OH:24])([C:31]4[CH:32]=[CH:33][CH:34]=[CH:35][C:30]=4[CH3:38])[CH2:22][CH2:23]3)=[N:14][N:15]=2)[C:11]2[CH:25]=[CH:26][C:27]([Cl:29])=[CH:28][C:10]=2[CH2:9]1)=[O:7])([CH3:4])([CH3:2])[CH3:3]. Procedure: To a solution of 8-chloro-1-(4-oxo-cyclohexyl)-4H,6H-2,3,5,10b-tetraaza-benzo[e]azulene-5-carboxylic acid tert-butyl ester (0.2 g, 0.5 mmol) in dry tetrahydrofuran (5 ml) was added a 1M o-tolylmagnesium chloride solution in tetrahydrofuran (0.5 ml, 0.5 mmol) at room temperature. After stirring for 2 h the reaction mixture was quenched with aqueous saturated ammonium chloride solution and extracted with two portions of ethyl acetate. The combined organic layers were washed with one portion of bri... Starting materials: O1CCOC12CCC(CC2)O (1,4-dioxaspiro[4.5]decan-8-ol), [H-].[Na+] (sodium hydride), [Si](C)(C)(C(C)(C)C)OC[C@@H]1C=2C=3C(=NC=NC3SC2CC1)Cl ((3S)-3-[[(tert-butyldimethylsilyl)oxy]methyl]-12-chloro-7-thia-9,11-diazatricyclo[6.4.0.0[2,6]]dodeca-1(8),2(6),9,11-tetraene). Run in ice water, C1CCOC1 (THF), C1CCOC1 (THF). Reaction conditions: time 30 minute. Product: [Si](C)(C)(C(C)(C)C)OC[C@@H]1C=2C=3C(=NC=NC3SC2CC1)OC1CCC2(OCCO2)CC1 ((3S)-3-[[(tert-butyldimethylsilyl)oxy]methyl]-12-[1,4-dioxaspiro[4.5]decan-8-yloxy]-7-thia-9,11-diazatricyclo[6.4.0.0[2,6]]dodeca-1(8),2(6),9,11-tetraene). The yield is 88.1%. As a reaction SMILES: [O:1]1[C:5]2([CH2:10][CH2:9][CH:8]([OH:11])[CH2:7][CH2:6]2)[O:4][CH2:3][CH2:2]1.[H-].[Na+].[Si:14]([O:21][CH2:22][C@H:23]1[CH2:34][CH2:33][C:32]2[S:31][C:30]3[N:29]=[CH:28][N:27]=[C:26](Cl)[C:25]=3[C:24]1=2)([C:17]([CH3:20])([CH3:19])[CH3:18])([CH3:16])[CH3:15]>C1COCC1>[Si:14]([O:21][CH2:22][C@H:23]1[CH2:34][CH2:33][C:32]2[S:31][C:30]3[N:29]=[CH:28][N:27]=[C:26]([O:11][CH:8]4[CH2:9][CH2:10][C:5]5([O:4][CH2:3][CH2:2][O:1]5)[CH2:6][CH2:7]4)[C:25]=3[C:24]1=2)([C:17]([CH3:20])([CH3:18])[CH3:19])([CH3:16])[CH3:15] |f:1.2|. Reported procedure: To a solution of 1,4-dioxaspiro[4.5]decan-8-ol (379 mg, 2.40 mmol, 1.20 equiv) in freshly distilled THF (10 mL) was added sodium hydride (60% dispersion in mineral oil, 320 mg, 8.00 mmol, 4.00 equiv) in ice/water bath and stirred for 30 min under nitrogen. A solution of (3S)-3-[[(tert-butyldimethylsilyl)oxy]methyl]-12-chloro-7-thia-9,11-diazatricyclo[6.4.0.0[2,6]]dodeca-1(8),2(6),9,11-tetraene (710 mg, 2.00 mmol, 1.00 equiv) in 10 mL of anhydrous THF was added dropwise and the resulting solution...